Dataset: the Open Reaction Database (ORD), a public repository of structured organic reaction records. Task: describe an organic reaction: reactants, conditions, products, and yield The reactants are C(CCC)(=O)O (butyric acid), C(CCl)Cl (EDC), C=1C=CC2=C(C1)N=NN2O (HOBt), NCC1=NC=CC=C1 (2-(aminomethyl)pyridine). Solvent: C1CCOC1 (THF). Reaction conditions: time 10 minute. The product is N1=C(C=CC=C1)CNC(CCC)=O (N-pyridin-2-ylmethyl-butyramide). Isolated yield 67.1%. Reaction SMILES: [C:1]([OH:6])(=O)[CH2:2][CH2:3][CH3:4].C(Cl)CCl.[CH:11]1[CH:12]=[CH:13][C:14]2[N:19](O)N=[N:17][C:15]=2[CH:16]=1.NCC1C=CC=CN=1>C1COCC1>[N:17]1[CH:13]=[CH:12][CH:11]=[CH:16][C:15]=1[CH2:14][NH:19][C:1](=[O:6])[CH2:2][CH2:3][CH3:4]. Reported procedure: To a solution of butyric acid (4.5 mL, 48.7 mmol) in THF (50 mL) was added EDC (11.2 g, 58.4 mmol) and HOBt (7.88 g, 58.4 mmol). The mixture was stirred for 10 min. then 2-(aminomethyl)pyridine (4.7 mL, 46.3 mmol) was added. The solution was allowed to stir for 3 h then quenched with water (100 mL). The mixture was extracted with ethyl acetate (2×100 mL) and the combined organic layers were dried over anhydrous sodium sulfate and concentrated in vacuo to yield N-pyridin-2-ylmethyl-butyramide (5.... The reactants are ClC1=C(CN(CCCOC=2C=C(C=CC2)NC)CC(C2=CC=CC=C2)C2=CC=CC=C2)C=CC=C1C(F)(F)F ((3-{3-[(2-chloro-3-trifluoromethyl-benzyl)-diphenylethyl-amino]-propoxy}-phenyl)-N-methyl-amine), COC(CBr)=O (bromo-acetic acid methyl ester). The solvent is CO (methanol). Reaction conditions: temperature 50 celsius. The product is COC(CN(C)C1=CC(=CC=C1)OCCCN(CC(C1=CC=CC=C1)C1=CC=CC=C1)CC1=C(C(=CC=C1)C(F)(F)F)Cl)=O ([(3-{3-[(2-chloro-3-trifluoromethyl-benzyl)-diphenylethyl-amino]-propoxy}-phenyl)-N-methyl-amino]-acetic acid methyl ester). The yield is 74.7%. RXN SMILES: [Cl:1][C:2]1[C:35]([C:36]([F:39])([F:38])[F:37])=[CH:34][CH:33]=[CH:32][C:3]=1[CH2:4][N:5]([CH2:18][CH:19]([C:26]1[CH:31]=[CH:30][CH:29]=[CH:28][CH:27]=1)[C:20]1[CH:25]=[CH:24][CH:23]=[CH:22][CH:21]=1)[CH2:6][CH2:7][CH2:8][O:9][C:10]1[CH:11]=[C:12]([NH:16][CH3:17])[CH:13]=[CH:14][CH:15]=1.[CH3:40][O:41][C:42](=[O:45])[CH2:43]Br>CO>[CH3:40][O:41][C:42](=[O:45])[CH2:43][N:16]([C:12]1[CH:13]=[CH:14][CH:15]=[C:10]([O:9][CH2:8][CH2:7][CH2:6][N:5]([CH2:4][C:3]2[CH:32]=[CH:33][CH:34]=[C:35]([C:36]([F:37])([F:38])[F:39])[C:2]=2[Cl:1])[CH2:18][CH:19]([C:26]2[CH:27]=[CH:28][CH:29]=[CH:30][CH:31]=2)[C:20]2[CH:25]=[CH:24][CH:23]=[CH:22][CH:21]=2)[CH:11]=1)[CH3:17]. Procedure details: A solution of (3-{3-[(2-chloro-3-trifluoromethyl-benzyl)-diphenylethyl-amino]-propoxy}-phenyl)-N-methyl-amine (81 mg, 0.15 mmol) in methanol (15 ml) was treated with bromo-acetic acid methyl ester (46 mg, 0.30 mmol) diisopropylethylamine (46 mg, 0.36 mmol). The resulting solution was heated at 50° C. for 4 hours, cooled down and concentrated. The crude material was dissolved in EtOAc and washed with brine (1×), dried over sodium sulfate, and filtered. The filtrate was concentrated to afford titl... Starting materials: CC(=O)OC(C)=O, Cc1ccccc1, COc1ccc(-c2cc3cccc(Cl)n3n2)cc1. Product: COc1ccc(-c2nn3c(Cl)cccc3c2C(C)=O)cc1. RXN SMILES: [CH3:19][C:20](=[O:21])[O:22][C:23](=[O:24])[CH3:25].[CH3:26][c:27]1[cH:28][cH:29][cH:30][cH:31][cH:32]1.[Cl:1][c:2]1[cH:3][cH:4][cH:5][c:6]2[n:7]1[n:8][c:9](-[c:11]1[cH:12][cH:13][c:14]([O:17][CH3:18])[cH:15][cH:16]1)[cH:10]2>>[Cl:1][c:2]1[cH:3][cH:4][cH:5][c:6]2[n:7]1[n:8][c:9](-[c:11]1[cH:12][cH:13][c:14]([O:17][CH3:18])[cH:15][cH:16]1)[c:10]2[C:20]([CH3:19])=[O:21]. The reactants are Cc1cccc(Br)n1, O=C(OOC(=O)c1ccccc1)c1ccccc1, ClC(Cl)(Cl)Cl, O=C1CCC(=O)N1Br, O. Yields the product BrCc1cccc(Br)n1. RXN SMILES: [Br:1][c:2]1[n:3][c:4]([CH3:8])[cH:5][cH:6][cH:7]1.[C:17]([O:18][O:19][C:20](=[O:21])[c:22]1[cH:23][cH:24][cH:25][cH:26][cH:27]1)(=[O:28])[c:29]1[cH:30][cH:31][cH:32][cH:33][cH:34]1.[Cl:36][C:37]([Cl:38])([Cl:39])[Cl:40].[O:9]=[C:10]1[N:11]([Br:16])[C:12](=[O:13])[CH2:14][CH2:15]1.[OH2:35]>>[Br:1][c:2]1[n:3][c:4]([CH2:8][Br:16])[cH:5][cH:6][cH:7]1. The reactants are C([O-])(O)=O.[Na+] (sodium bicarbonate), OC1=C(C(=O)OC)C=C(C=C1)C(CN1CCC(CC1)N1C(NC2=C1C=CC=C2)=O)=O (methyl 2-hydroxy-5-[4-(2-oxo-1-benzimidazolinyl)piperidinoacetyl]benzoate), [BH4-].[Na+] (Sodium borohydride), ice water, Cl (hydrogen chloride). Run in C(C)(=O)O (acetic acid), CO (methanol). Conditions: time 30 minute. Yields the product Cl.OC1=C(C(=O)OC)C=C(C=C1)C(CN1CCC(CC1)N1C(NC2=C1C=CC=C2)=O)O (methyl 2-hydroxy-5-[1-hydroxy-2-[4-(2-oxo-1-benzimidazolinyl)piperidino]ethyl]benzoate hydrochloride). As a reaction SMILES: [OH:1][C:2]1[CH:11]=[CH:10][C:9]([C:12](=[O:30])[CH2:13][N:14]2[CH2:19][CH2:18][CH:17]([N:20]3[C:24]4[CH:25]=[CH:26][CH:27]=[CH:28][C:23]=4[NH:22][C:21]3=[O:29])[CH2:16][CH2:15]2)=[CH:8][C:3]=1[C:4]([O:6][CH3:7])=[O:5].[BH4-].[Na+].C(=O)(O)[O-].[Na+].[ClH:38]>CO.C(O)(=O)C>[ClH:38].[OH:1][C:2]1[CH:11]=[CH:10][C:9]([CH:12]([OH:30])[CH2:13][N:14]2[CH2:19][CH2:18][CH:17]([N:20]3[C:24]4[CH:25]=[CH:26][CH:27]=[CH:28][C:23]=4[NH:22][C:21]3=[O:29])[CH2:16][CH2:15]2)=[CH:8][C:3]=1[C:4]([O:6][CH3:7])=[O:5] |f:1.2,3.4,8.9|. Procedure details: The methyl 2-hydroxy-5-[4-(2-oxo-1-benzimidazolinyl)piperidinoacetyl]benzoate is dissolved in one liter of methanol and cooled in an ice-methanol bath. Sodium borohydride (7.44 g) is added in portions over a period of 25 minutes. The mixture is stirred for approximately 30 minutes and poured onto one liter of ice-water. The mixture is acidified with 500 ml of a 10% acetic acid solution made basic by the addition of sodium bicarbonate and extracted with methylene chloride. The combined extracts a... Reactants: C1(=C(C=CC=C1)P(C(C)(C)C)C(C)(C)C)C1=CC=CC=C1 (biphenyl-2-yl-di-tert-butyl-phosphane), P(=O)([O-])([O-])[O-].[K+].[K+].[K+] (potassium phosphate), C(C1=CC=CC=C1)(C1=CC=CC=C1)=NC=1C=C(C=CC1C)O (3-(benzhydrylidene-amino)-4-methyl-phenol), IC1=CC=C2C(=NN(C2=C1)COCC[Si](C)(C)C)\C=C\C1=CC=CC=C1 (6-iodo-3-((E)-styryl)-1-(2-trimethylsilanyl-ethoxymethyl)-1H-indazole). The reagents and catalysts are C=1C=CC(=CC1)/C=C/C(=O)/C=C/C2=CC=CC=C2.C=1C=CC(=CC1)/C=C/C(=O)/C=C/C2=CC=CC=C2.C=1C=CC(=CC1)/C=C/C(=O)/C=C/C2=CC=CC=C2.[Pd].[Pd] (tris(dibenzylideneacetone)dipalladium(0)). Solvent: CC=1C=CC=CC1C (o-xylene). Run at temperature 100 celsius, time 18 hour. Yields the product C(C1=CC=CC=C1)(C1=CC=CC=C1)=NC1=C(C=CC(=C1)OC1=CC=C2C(=NN(C2=C1)COCC[Si](C)(C)C)\C=C\C1=CC=CC=C1)C (benzhydrylidene-{2-methyl-5-[3-((E)-styryl)-1-(2-trimethylsilanyl-ethoxymethyl)-1H-indazol-6-yloxy]-phenyl}-amine). Yield: 146.4%. RXN SMILES: P([O-])([O-])([O-])=O.[K+].[K+].[K+].[C:9](=[N:22][C:23]1[CH:24]=[C:25]([OH:30])[CH:26]=[CH:27][C:28]=1[CH3:29])([C:16]1[CH:21]=[CH:20][CH:19]=[CH:18][CH:17]=1)[C:10]1[CH:15]=[CH:14][CH:13]=[CH:12][CH:11]=1.I[C:32]1[CH:40]=[C:39]2[C:35]([C:36](/[CH:49]=[CH:50]/[C:51]3[CH:56]=[CH:55][CH:54]=[CH:53][CH:52]=3)=[N:37][N:38]2[CH2:41][O:42][CH2:43][CH2:44][Si:45]([CH3:48])([CH3:47])[CH3:46])=[CH:34][CH:33]=1.C1(C2C=CC=CC=2)C=CC=CC=1P(C(C)(C)C)C(C)(C)C>C1C=CC(/C=C/C(/C=C/C2C=CC=CC=2)=O)=CC=1.C1C=CC(/C=C/C(/C=C/C2C=CC=CC=2)=O)=CC=1.C1C=CC(/C=C/C(/C=C/C2C=CC=CC=2)=O)=CC=1.[Pd].[Pd].CC1C=CC=CC=1C>[C:9](=[N:22][C:23]1[CH:24]=[C:25]([O:30][C:32]2[CH:40]=[C:39]3[C:35]([C:36](/[CH:49]=[CH:50]/[C:51]4[CH:56]=[CH:55][CH:54]=[CH:53][CH:52]=4)=[N:37][N:38]3[CH2:41][O:42][CH2:43][CH2:44][Si:45]([CH3:46])([CH3:47])[CH3:48])=[CH:34][CH:33]=2)[CH:26]=[CH:27][C:28]=1[CH3:29])([C:16]1[CH:21]=[CH:20][CH:19]=[CH:18][CH:17]=1)[C:10]1[CH:11]=[CH:12][CH:13]=[CH:14][CH:15]=1 |f:0.1.2.3,7.8.9.10.11|. Reported procedure: A round bottom flask was charged with potassium phosphate (5.5 g, 26.0 mmol, 2.0 eq), 3-(benzhydrylidene-amino)-4-methyl-phenol (3.9 g, 13.6 mmol, 1.1 eq), 6-iodo-3-((E)-styryl)-1-(2-trimethylsilanyl-ethoxymethyl)-1H-indazole (6.2 g, 13.0 mmol, 1.0 eq) and o-xylene (130 mL). The resultant slurry was degassed, purged with argon and treated with a mixture of tris(dibenzylideneacetone)dipalladium(0) (916 mg, 1.1 mmol, 8 mol %) and biphenyl-2-yl-di-tert-butyl-phosphane (656 mg, 2.2 mmol, 16 mol %). ...